This data is from the Open Reaction Database (ORD), a public repository of structured organic reaction records. The task is: describe an organic reaction: reactants, conditions, products, and yield Reactants: [N+](=O)(O)[O-] (Nitric acid), CC(CNC1=CC=2N(C3=CN=CC=C13)N=NN2)C (N5-(2-methylpropyl)tetrazolo[1,5-a][1,7]naphthyridin-5-amine), [N+](=O)(O)[O-] (nitric acid). The solvent is C(C)(=O)O (acetic acid). Product: CC(CNC1=C(C=2N(C3=CN=CC=C13)N=NN2)[N+](=O)[O-])C (N5-(2-methylpropyl)-4-nitrotetrazolo[1,5-a][1,7]naphthyridin-5-amine). As a reaction SMILES: [N+:1]([O-:4])(O)=[O:2].[CH3:5][CH:6]([CH3:22])[CH2:7][NH:8][C:9]1[C:18]2[C:13](=[CH:14][N:15]=[CH:16][CH:17]=2)[N:12]2[N:19]=[N:20][N:21]=[C:11]2[CH:10]=1>C(O)(=O)C>[CH3:5][CH:6]([CH3:22])[CH2:7][NH:8][C:9]1[C:18]2[C:13](=[CH:14][N:15]=[CH:16][CH:17]=2)[N:12]2[N:19]=[N:20][N:21]=[C:11]2[C:10]=1[N+:1]([O-:4])=[O:2]. Reported procedure: Nitric acid (2 equivalents of 16M) was added to a solution of N5-(2-methylpropyl)tetrazolo[1,5-a][1,7]naphthyridin-5-amine (2.0 g, 8.26 mmol) in acetic acid. The reaction mixture was heated on a steam bath for about an hour then concentrated under vacuum. The residue was poured into ice water and the resulting mixture was neutralized with sodium bicarbonate. The resulting precipitate was extracted with dichloromethane. The dichloromethane extracts were combined, washed with water, and dried over... Starting materials: C1(=CC=CC=C1)C(=C)O[Si](C)(C)C (1-phenyl-1-(trimethylsilyloxy)ethylene), diethyl ester, CC1=C(C(=CC=C1)C)SC(C(=O)O)C(=O)O ([(2,6dimethylphenyl)thio]propanedioic acid). The product is CC1=C(C(=CC=C1)C)SC=1C(OC(=CC1O)C1=CC=CC=C1)=O (3-[(2,6-Dimethylphenyl)thio]-4-hydroxy-6-phenyl-2H-pyran-2-one). Reaction SMILES: [C:1]1([C:7]([O:9][Si](C)(C)C)=[CH2:8])[CH:6]=[CH:5][CH:4]=[CH:3][CH:2]=1.[CH3:14][C:15]1[CH:20]=[CH:19][CH:18]=[C:17]([CH3:21])[C:16]=1[S:22][CH:23]([C:27](O)=[O:28])[C:24](O)=[O:25]>>[CH3:14][C:15]1[CH:20]=[CH:19][CH:18]=[C:17]([CH3:21])[C:16]=1[S:22][C:23]1[C:24](=[O:25])[O:9][C:7]([C:1]2[CH:6]=[CH:5][CH:4]=[CH:3][CH:2]=2)=[CH:8][C:27]=1[OH:28]. Procedure: The title compound was prepared by Method A using 1-phenyl-1-(trimethylsilyloxy)ethylene (1.95 g, 10.14 mmol) and diethyl ester of [(2,6dimethylphenyl)thio]propanedioic acid (2.0 g, 6.8 mmol) . m.p. 248-249° C.; 1H NMR (400 MHz, DMSO-d6) δ2.47 (s, 6H), 6.75 (s, 1H), 7.08 (m, 3H), 7.39 (m, 3H), 7.78 (m, 2H).